This data is from the Open Reaction Database (ORD), a public repository of structured organic reaction records. The task is: describe an organic reaction: reactants, conditions, products, and yield Reactants: CO, COCCO, [H][H], NC(=O)Nc1ccc(S(=O)(=O)Oc2ccccc2)cc1[N+](=O)[O-]. The product is NC(=O)Nc1ccc(S(=O)(=O)Oc2ccccc2)cc1N. Reaction SMILES: [CH3:26][OH:27].[CH3:28][O:29][CH2:30][CH2:31][OH:32].[H:24][H:25].[O:1]([c:2]1[cH:3][cH:4][cH:5][cH:6][cH:7]1)[S:8](=[O:9])(=[O:10])[c:11]1[cH:12][cH:13][c:14]([NH:20][C:21](=[O:22])[NH2:23])[c:15]([N+:17]([O-:18])=[O:19])[cH:16]1>>[O:1]([c:2]1[cH:3][cH:4][cH:5][cH:6][cH:7]1)[S:8](=[O:9])(=[O:10])[c:11]1[cH:12][cH:13][c:14]([NH:20][C:21](=[O:22])[NH2:23])[c:15]([NH2:17])[cH:16]1. Reactants: [Br-], CC(=O)O, CC1(C)Oc2ccsc2C(NC(=O)c2ccc(Cl)cc2)C1O, [K+], O=[N+]([O-])O. Yields the product CC1(C)Oc2cc([N+](=O)[O-])sc2C(NC(=O)c2ccc(Cl)cc2)C1O. As a reaction SMILES: [Br-:27].[CH3:29][C:30](=[O:31])[OH:32].[Cl:1][c:2]1[cH:3][cH:4][c:5]([C:6](=[O:7])[NH:8][CH:9]2[c:10]3[c:11]([cH:18][cH:19][s:20]3)[O:12][C:13]([CH3:16])([CH3:17])[CH:14]2[OH:15])[cH:21][cH:22]1.[K+:28].[OH:23][N+:24]([O-:25])=[O:26]>>[Cl:1][c:2]1[cH:3][cH:4][c:5]([C:6](=[O:7])[NH:8][CH:9]2[c:10]3[c:11]([cH:18][c:19]([N+:24](=[O:23])[O-:25])[s:20]3)[O:12][C:13]([CH3:16])([CH3:17])[CH:14]2[OH:15])[cH:21][cH:22]1. The reactants are O=C([O-])[O-], CN(C)C=O, CN1C(=O)N(c2ccc(Cl)cc2)S(=O)(=O)c2ccc(O)cc21, CC(C)I, [K+], [K+], O. Yields the product CC(C)Oc1ccc2c(c1)N(C)C(=O)N(c1ccc(Cl)cc1)S2(=O)=O. Reaction SMILES: [C:23](=[O:24])([O-:25])[O-:26].[CH3:34][N:35]([CH3:36])[CH:37]=[O:38].[Cl:1][c:2]1[cH:3][cH:4][c:5]([N:8]2[S:9](=[O:21])(=[O:22])[c:10]3[c:11]([cH:16][c:17]([OH:20])[cH:18][cH:19]3)[N:12]([CH3:15])[C:13]2=[O:14])[cH:6][cH:7]1.[I:29][CH:30]([CH3:31])[CH3:32].[K+:27].[K+:28].[OH2:33]>>[Cl:1][c:2]1[cH:3][cH:4][c:5]([N:8]2[S:9](=[O:21])(=[O:22])[c:10]3[c:11]([cH:16][c:17]([O:20][CH:30]([CH3:31])[CH3:32])[cH:18][cH:19]3)[N:12]([CH3:15])[C:13]2=[O:14])[cH:6][cH:7]1. Starting materials: FC(C(=O)OC(C(F)(F)F)=O)(F)F (trifluoroacetic anhydride), NC(=O)CC=1C(N(C(=NC1CC)C1=CC=CC=C1)CC#C)=O (5-aminocarbonylmethyl-6-ethyl-2-phenyl-3-propargyl-4(3H)-pyrimidinone), NC(=O)CC=1C(N(C(=NC1CC)C1=CC=CC=C1)CC#C)=O (5-aminocarbonylmethyl-6-ethyl-2-phenyl-3-propargyl-4(3H)-pyrimidinone), N1=CC=CC=C1 (pyridine), ice. Solvent: CCOCC (ether), C1CCOC1 (THF). The product is C(C)C1(C(C(N(C(=N1)C1=CC=CC=C1)CC#C)=O)CC#N)CC (6-ethyl-5-cyanomethyl-6-ethyl-2-phenyl-3-propargyl-4(3H)-pyrimidinone). Yield: 49.8%. Reaction SMILES: [NH2:1][C:2]([CH2:4][C:5]1[C:6](=[O:22])[N:7]([CH2:19][C:20]#[CH:21])[C:8]([C:13]2[CH:18]=[CH:17][CH:16]=[CH:15][CH:14]=2)=[N:9][C:10]=1[CH2:11][CH3:12])=O.N1C=CC=[CH:25][CH:24]=1.FC(F)(F)C(OC(=O)C(F)(F)F)=O>C1COCC1.CCOCC>[CH2:11]([C:10]1([CH2:24][CH3:25])[N:9]=[C:8]([C:13]2[CH:18]=[CH:17][CH:16]=[CH:15][CH:14]=2)[N:7]([CH2:19][C:20]#[CH:21])[C:6](=[O:22])[CH:5]1[CH2:4][C:2]#[N:1])[CH3:12]. Procedure details: A stirred suspension of 0.25 g (0.85 mmol) of 5-aminocarbonylmethyl-6-ethyl-2-phenyl-3-propargyl-4(3H)-pyrimidinone (Compound 275) in 12 mL of THF was cooled in an icebath and 0.15 mL (1.9 mmol) of pyridine was added followed by 0.13 mL (0.92 mmol) of trifluoroacetic anhydride. The mixture was stirred in the ice bath for 4 h, diluted with 80 mL of ether, washed with 20 mL of saturated aqueous NaHCO3 and dried over MgSO4. Removal of the solvent left 0.24 g of crude product as a yellow solid. Flas...